From a dataset of the Open Reaction Database (ORD), a public repository of structured organic reaction records. describe an organic reaction: reactants, conditions, products, and yield Reaction SMILES: [CH2:1]([CH:3]([C:12]1[CH:13]=[C:14]([OH:19])[CH:15]=[C:16]([CH:18]=1)[OH:17])[CH:4]([CH2:10][CH3:11])[CH2:5][CH2:6][CH2:7][CH2:8][CH3:9])[CH3:2].[C:20]([CH:23]1[CH2:28][CH2:27][CH:26]([CH3:29])[CH2:25][C:24]1=O)(=O)[CH3:21]>>[CH2:1]([CH:3]([C:12]1[CH:18]=[C:16]([OH:17])[C:15]2[CH:20]([CH3:21])[C:23]3[CH2:28][CH2:27][CH:26]([CH3:29])[CH2:25][C:24]=3[O:19][C:14]=2[CH:13]=1)[CH:4]([CH2:10][CH3:11])[CH2:5][CH2:6][CH2:7][CH2:8][CH3:9])[CH3:2]. Procedure: Condensation of 5-(1,2-diethylheptyl)resorcinol and 2-acetyl-5-methylcyclohexanone as described in the procedure of Example 1 gives the title compound. Reactants: C(C)C(C(CCCCC)CC)C=1C=C(C=C(O)C1)O (5-(1,2-diethylheptyl)resorcinol), C(C)(=O)C1C(CC(CC1)C)=O (2-acetyl-5-methylcyclohexanone). Product: C(C)C(C(CCCCC)CC)C=1C=C(C=2C(C=3CCC(CC3OC2C1)C)C)O (3-(1,2-Diethylheptyl)-5,6,7,8-tetrahydro-1-hydroxy-6,9-dimethylxanthene). Starting materials: CN (Methylamine), C1(CCCC1)=O (cyclopentanone), C[Si](C)(C)C#N (trimethylsilyl cyanide). Conditions: time 3 hour. The product is CNC1(CCCC1)C#N (1-methylaminocyclopentanecarbonitrile). RXN SMILES: [CH3:1][NH2:2].[C:3]1(=O)[CH2:7][CH2:6][CH2:5][CH2:4]1.C[Si]([C:13]#[N:14])(C)C>>[CH3:1][NH:2][C:3]1([C:13]#[N:14])[CH2:7][CH2:6][CH2:5][CH2:4]1. Reported procedure: Methylamine was bubbled into a refrigerated mixture of cyclopentanone (0.252 g, 3 mmol) and trimethylsilyl cyanide (0.396 g, 4 mmol) until the volume doubled. The mixture was stirred 3 h and then concentrated to dryness to obtain 31a (0.372 g, quantitative).